Dataset: the Open Reaction Database (ORD), a public repository of structured organic reaction records. Task: describe an organic reaction: reactants, conditions, products, and yield The yield is 12.0%. RXN SMILES: [NH2:1][C:2]1[C:15]2OC3C(=CC=CC=3)[C:7](=[C:16]3[CH2:22][CH:21]4[N:23](C(=O)C(F)(F)F)[CH:18]([CH2:19][CH2:20]4)[CH2:17]3)[C:6]=2[CH:5]=[CH:4][CH:3]=1.Br[C:31]1[CH:32]=[N:33][CH:34]=[CH:35][CH:36]=1.C[C:38]([CH3:41])([O-:40])[CH3:39].[K+].O1C[CH2:46][CH2:45][CH2:44]1.CC1(C)C2C(=C(P(C3C=CC=CC=3)C3C=CC=CC=3)C=CC=2)OC2C(P(C3C=CC=CC=3)C3C=CC=CC=3)=CC=CC1=2>O1CCOCC1.C1C=CC(/C=C/C(/C=C/C2C=CC=CC=2)=O)=CC=1.C1C=CC(/C=C/C(/C=C/C2C=CC=CC=2)=O)=CC=1.C1C=CC(/C=C/C(/C=C/C2C=CC=CC=2)=O)=CC=1.[Pd].[Pd].O>[CH:18]12[NH:23][CH:21]([CH2:20][CH2:19]1)[CH2:22][C:16](=[C:7]1[C:6]3[CH:5]=[CH:4][CH:3]=[C:2]([NH:1][C:31]4[CH:32]=[N:33][CH:34]=[CH:35][CH:36]=4)[C:15]=3[O:40][C:38]3[C:41]1=[CH:44][CH:45]=[CH:46][CH:39]=3)[CH2:17]2 |f:2.3,7.8.9.10.11|. Solvent: O1CCOCC1 (dioxane), O (water). Yields the product C12CC(CC(CC1)N2)=C2C1=CC=CC=C1OC=1C(=CC=CC21)NC=2C=NC=CC2 ([9-(8-Azabicyclo[3.2.1]oct-3-ylidene)-9H-xanthen-4-yl]-pyridin-3-yl-amine). The reactants are NC1=CC=CC=2C(C3=CC=CC=C3OC12)=C1CC2CCC(C1)N2C(C(F)(F)F)=O (1-[3-(4-Aminoxanthen-9-ylidene)-8-azabicycio[3.2.1]oct-8-yl]-2,2,2-trifluoro-ethanone), BrC=1C=NC=CC1 (3-bromopyridine), CC(C)([O-])C.[K+] (potassium tert-butoxide), O1CCCC1 (tetrahydrofuran), CC1(C2=C(C(=CC=C2)P(C3=CC=CC=C3)C4=CC=CC=C4)OC5=C(C=CC=C51)P(C6=CC=CC=C6)C7=CC=CC=C7)C (Xanthphos). Procedure details: To a solution of 1-[3-(4-aminoxanthen-9-ylidene)-8-azabicyclo[3.2.1]oct-8-yl]-2,2,2-trifluoro-ethanone 1l (100 mg, 0.25 mmol) in dioxane (6 mL) was added 3-bromopyridine (0.05 mL, 0.5 mmol), 1M potassium tert-butoxide in tetrahydrofuran (1.2 mL, 1.2 mmol), Pd2(dba)3 (9 mg, 0.0125 mmol) and Xanthphos (4.5 mg, 0.0125 mmol). The mixture was irradiated in a microwave reactor for 30 min at 120° C. The mixture was allowed to cool to rt, water was added, and the mixture was extracted with ethyl acetate... Reagents/catalysts: C=1C=CC(=CC1)/C=C/C(=O)/C=C/C2=CC=CC=C2.C=1C=CC(=CC1)/C=C/C(=O)/C=C/C2=CC=CC=C2.C=1C=CC(=CC1)/C=C/C(=O)/C=C/C2=CC=CC=C2.[Pd].[Pd] (Pd2(dba)3). Reactants: C1CCOC1, COc1ccccc1CCO, CC(C)OC(=O)N=NC(=O)OC(C)C, N#Cc1cccc(-n2nc(C(F)(F)F)cc2O)c1, c1ccc(P(c2ccccc2)c2ccccc2)cc1. Yields the product COc1ccccc1CCOc1cc(C(F)(F)F)nn1-c1cccc(C#N)c1. As a reaction SMILES: [CH2:63]1[O:64][CH2:65][CH2:66][CH2:67]1.[CH3:52][O:53][c:54]1[c:55]([CH2:56][CH2:57][OH:58])[cH:59][cH:60][cH:61][cH:62]1.[O:38]=[C:39]([O:40][CH:41]([CH3:42])[CH3:43])[N:44]=[N:45][C:46]([O:47][CH:48]([CH3:49])[CH3:50])=[O:51].[OH:1][c:2]1[cH:3][c:4]([C:15]([F:16])([F:17])[F:18])[n:5][n:6]1-[c:7]1[cH:8][c:9]([C:10]#[N:11])[cH:12][cH:13][cH:14]1.[c:19]1([P:20]([c:21]2[cH:22][cH:23][cH:24][cH:25][cH:26]2)[c:27]2[cH:28][cH:29][cH:30][cH:31][cH:32]2)[cH:33][cH:34][cH:35][cH:36][cH:37]1>>[O:1]([c:2]1[cH:3][c:4]([C:15]([F:16])([F:17])[F:18])[n:5][n:6]1-[c:7]1[cH:8][c:9]([C:10]#[N:11])[cH:12][cH:13][cH:14]1)[CH2:57][CH2:56][c:55]1[c:54]([O:53][CH3:52])[cH:62][cH:61][cH:60][cH:59]1. Starting materials: COC=1C=C(C(=O)N2CC(CCC2)(C2=CC(=C(C=C2)Cl)Cl)CCN2CCC(CC2)NC2=NC3=C(N2CC2=CC=C(C=C2)F)C=CC=C3)C=C(C1OC)OC (1-(3,4,5-trimethoxybenzoyl)-3-(2-(4-(1-(4-fluorobenzyl)-1H-benzimidazol-2-yl-amino)piperidin-1-yl)ethyl)-3-(3,4-dichlorophenyl)piperidine), CS(=O)(=O)O (methanesulfonic acid), C(C)OCC (diethyl ether), CO (methanol). Run in C(C)(=O)OCC (ethyl acetate), C(C)(=O)OCC (ethyl acetate). Product: CS(=O)(=O)O.COC=1C=C(C(=O)N2CC(CCC2)(C2=CC(=C(C=C2)Cl)Cl)CCN2CCC(CC2)NC2=NC3=C(N2CC2=CC=C(C=C2)F)C=CC=C3)C=C(C1OC)OC (1-(3,4,5-trimethoxybenzoyl)-3-(2-(4-(1-(4-fluorobenzyl)-1H-benzimidazol-2-yl-amino)piperidin-1-yl)ethyl)-3-(3,4-dichlorophenyl)piperidine Methanesulfonic Acid Salt). RXN SMILES: [CH3:1][O:2][C:3]1[CH:4]=[C:5]([CH:48]=[C:49]([O:53][CH3:54])[C:50]=1[O:51][CH3:52])[C:6]([N:8]1[CH2:13][CH2:12][CH2:11][C:10]([CH2:22][CH2:23][N:24]2[CH2:29][CH2:28][CH:27]([NH:30][C:31]3[N:35]([CH2:36][C:37]4[CH:42]=[CH:41][C:40]([F:43])=[CH:39][CH:38]=4)[C:34]4[CH:44]=[CH:45][CH:46]=[CH:47][C:33]=4[N:32]=3)[CH2:26][CH2:25]2)([C:14]2[CH:19]=[CH:18][C:17]([Cl:20])=[C:16]([Cl:21])[CH:15]=2)[CH2:9]1)=[O:7].[CH3:55][S:56]([OH:59])(=[O:58])=[O:57].CO.C(OCC)C>C(OCC)(=O)C>[CH3:55][S:56]([OH:59])(=[O:58])=[O:57].[CH3:54][O:53][C:49]1[CH:48]=[C:5]([CH:4]=[C:3]([O:2][CH3:1])[C:50]=1[O:51][CH3:52])[C:6]([N:8]1[CH2:13][CH2:12][CH2:11][C:10]([CH2:22][CH2:23][N:24]2[CH2:25][CH2:26][CH:27]([NH:30][C:31]3[N:35]([CH2:36][C:37]4[CH:42]=[CH:41][C:40]([F:43])=[CH:39][CH:38]=4)[C:34]4[CH:44]=[CH:45][CH:46]=[CH:47][C:33]=4[N:32]=3)[CH2:28][CH2:29]2)([C:14]2[CH:19]=[CH:18][C:17]([Cl:20])=[C:16]([Cl:21])[CH:15]=2)[CH2:9]1)=[O:7] |f:5.6|. Procedure: Combine 1-(3,4,5-trimethoxybenzoyl)-3-(2-(4-(1-(4-fluorobenzyl)-1H-benzimidazol-2-yl-amino)piperidin-1-yl)ethyl)-3-(3,4-dichlorophenyl)piperidine (0.54 g) and ethyl acetate (20 mL). Add a solution of methanesulfonic acid (0.14 g) in ethyl acetate (3 mL). After 1 hour concentrate in vacuo to give a residue. Combine the residue and methanol (10 mL) and add diethyl ether (200 mL) to obtain a residue. Decant the supernatant and add diethyl ether to obtain a solid. Collect the solid and dry to give t... The reactants are C[Si](C)(C)[N-][Si](C)(C)C, Cc1ccncc1C#N, O=Cc1ccccc1, [Cl-], [Li+], [NH4+], O. The product is N#Cc1cnccc1CC(O)c1ccccc1. As a reaction SMILES: [CH3:11][Si:12]([N-:13][Si:14]([CH3:15])([CH3:16])[CH3:17])([CH3:18])[CH3:19].[CH3:1][c:2]1[cH:3][cH:4][n:5][cH:6][c:7]1[C:8]#[N:9].[CH:20](=[O:21])[c:22]1[cH:23][cH:24][cH:25][cH:26][cH:27]1.[Cl-:28].[Li+:10].[NH4+:29].[OH2:30]>>[CH2:1]([c:2]1[cH:3][cH:4][n:5][cH:6][c:7]1[C:8]#[N:9])[CH:20]([OH:21])[c:22]1[cH:23][cH:24][cH:25][cH:26][cH:27]1. Starting materials: S=C1N(C(C2=C(N1)NC(CC2)=O)=O)C2=CC=C(C=C2)OCC(F)(F)F (2-thioxo-3-[4-(2,2,2-trifluoroethoxy)phenyl]-2,3,5,6-tetrahydropyrido[2,3-d]pyrimidine-4,7(1H,8H)-dione), C(O)([O-])=O.[Na+] (sodium hydrogen carbonate), ICC (iodoethane). Run in C(C)#N (acetonitrile). Run at temperature 70 celsius, time 2 hour. The product is C(C)SC=1N(C(C2=C(N1)NC(CC2)=O)=O)C2=CC=C(C=C2)OCC(F)(F)F (2-(ethylsulfanyl)-3-[4-(2,2,2-trifluoroethoxy)phenyl]-5,6-dihydropyrido[2,3-d]pyrimidine-4,7(3H,8H)-dione). Reaction SMILES: [S:1]=[C:2]1[NH:7][C:6]2[NH:8][C:9](=[O:12])[CH2:10][CH2:11][C:5]=2[C:4](=[O:13])[N:3]1[C:14]1[CH:19]=[CH:18][C:17]([O:20][CH2:21][C:22]([F:25])([F:24])[F:23])=[CH:16][CH:15]=1.C(=O)([O-])O.[Na+].I[CH2:32][CH3:33]>C(#N)C>[CH2:32]([S:1][C:2]1[N:3]([C:14]2[CH:15]=[CH:16][C:17]([O:20][CH2:21][C:22]([F:24])([F:23])[F:25])=[CH:18][CH:19]=2)[C:4](=[O:13])[C:5]2[CH2:11][CH2:10][C:9](=[O:12])[NH:8][C:6]=2[N:7]=1)[CH3:33] |f:1.2|. Reported procedure: To a solution of 2-thioxo-3-[4-(2,2,2-trifluoroethoxy)phenyl]-2,3,5,6-tetrahydropyrido[2,3-d]pyrimidine-4,7(1H,8H)-dione (0.1 g) in acetonitrile (2 mL) were added 1M aqueous sodium hydrogen carbonate solution (0.269 mL) and iodoethane (0.109 mL), and the mixture was stirred at 70° C. for 2 hr. The solvent was evaporated under reduced pressure, and the residue was purified by silica gel column chromatography (ethyl acetate/hexane) to give the title compound (0.08 g). Reactants: Cl.N[C@@H](CC1=CC=C(C=C1)O)C(=O)N[C@H](CCSC)C(=O)NCC(=O)N[C@@H](CC1=CC=CC=C1)C(=O)C1C2(CC3CC(CC1(C3)N)C2)C(=O)OC (methyl L-tyrosyl-D-methionylglycyl-L-phenylalanyl-3-amino-1-adamantanecarboxylate hydrochloride). Solvent: O (water). Yields the product acetate salt, C(C)(=O)O.N[C@@H](CC1=CC=C(C=C1)O)C(=O)N[C@H](CCSC)C(=O)NCC(=O)N[C@@H](CC1=CC=CC=C1)C(=O)C1C2(CC3CC(CC1(C3)N)C2)C(=O)OC (methyl L-tyrosyl-D-methionyl-glycyl-L-phenylalanyl-3-amino-1-adamantanecarboxylate acetic acid salt). RXN SMILES: Cl.[NH2:2][C@H:3]([C:12]([NH:14][C@@H:15]([C:20]([NH:22][CH2:23][C:24]([NH:26][C@H:27]([C:35]([CH:37]1[C:44]2([NH2:46])[CH2:45][CH:40]3[CH2:41][CH:42]([CH2:47][C:38]1([C:48]([O:50][CH3:51])=[O:49])[CH2:39]3)[CH2:43]2)=[O:36])[CH2:28][C:29]1[CH:34]=[CH:33][CH:32]=[CH:31][CH:30]=1)=[O:25])=[O:21])[CH2:16][CH2:17][S:18][CH3:19])=[O:13])[CH2:4][C:5]1[CH:10]=[CH:9][C:8]([OH:11])=[CH:7][CH:6]=1>O>[C:48]([OH:50])(=[O:49])[CH3:38].[NH2:2][C@H:3]([C:12]([NH:14][C@@H:15]([C:20]([NH:22][CH2:23][C:24]([NH:26][C@H:27]([C:35]([CH:37]1[C:44]2([NH2:46])[CH2:45][CH:40]3[CH2:41][CH:42]([CH2:47][C:38]1([C:48]([O:50][CH3:51])=[O:49])[CH2:39]3)[CH2:43]2)=[O:36])[CH2:28][C:29]1[CH:30]=[CH:31][CH:32]=[CH:33][CH:34]=1)=[O:25])=[O:21])[CH2:16][CH2:17][S:18][CH3:19])=[O:13])[CH2:4][C:5]1[CH:6]=[CH:7][C:8]([OH:11])=[CH:9][CH:10]=1 |f:0.1,3.4|. Procedure details: 1.0 Gram of methyl L-tyrosyl-D-methionylglycyl-L-phenylalanyl-3-amino-1-adamantanecarboxylate hydrochloride in 100 ml of water is passed through this column at a rate of 1.0 ml/min. and the column is washed with an additional 100 ml of water. The combined eluates are lyophilized to give the acetate salt, methyl L-tyrosyl-D-methionyl-glycyl-L-phenylalanyl-3-amino-1-adamantanecarboxylate acetic acid salt.